Task: describe an organic reaction: reactants, conditions, products, and yield. Dataset: the Open Reaction Database (ORD), a public repository of structured organic reaction records The product is COc1ccc2c(Nc3c(Cl)cncc3Cl)cc(=O)[nH]c2c1OCCCCCCN1CCCN(C)CC1. As a reaction SMILES: [CH3:31][N:32]1[CH2:33][CH2:34][NH:35][CH2:36][CH2:37][CH2:38]1.[Cl:1][CH2:2][CH2:3][CH2:4][CH2:5][CH2:6][CH2:7][O:8][c:9]1[c:10]([O:29][CH3:30])[cH:11][cH:12][c:13]2[c:14]([NH:20][c:21]3[c:22]([Cl:28])[cH:23][n:24][cH:25][c:26]3[Cl:27])[cH:15][c:16](=[O:19])[nH:17][c:18]12>>[CH2:2]([CH2:3][CH2:4][CH2:5][CH2:6][CH2:7][O:8][c:9]1[c:10]([O:29][CH3:30])[cH:11][cH:12][c:13]2[c:14]([NH:20][c:21]3[c:22]([Cl:28])[cH:23][n:24][cH:25][c:26]3[Cl:27])[cH:15][c:16](=[O:19])[nH:17][c:18]12)[N:35]1[CH2:34][CH2:33][N:32]([CH3:31])[CH2:38][CH2:37][CH2:36]1. Reactants: CN1CCCNCC1, COc1ccc2c(Nc3c(Cl)cncc3Cl)cc(=O)[nH]c2c1OCCCCCCCl. Reactants: BrC1=CC(=C(C=C1)F)[N+](=O)[O-] (4-Bromo-1-fluoro-2-nitrobenzene), C(C)(=O)OC(C)=O (acetic anhydride). The reagents and catalysts are [Fe] (iron). Run in C(C)(=O)O (acetic acid). Product: BrC=1C=CC(=C(C1)NC(C)=O)F (N-(5-bromo-2-fluorophenyl)acetamide). As a reaction SMILES: [Br:1][C:2]1[CH:7]=[CH:6][C:5]([F:8])=[C:4]([N+:9]([O-])=O)[CH:3]=1.[C:12](OC(=O)C)(=[O:14])[CH3:13]>C(O)(=O)C.[Fe]>[Br:1][C:2]1[CH:7]=[CH:6][C:5]([F:8])=[C:4]([NH:9][C:12](=[O:14])[CH3:13])[CH:3]=1. Reported procedure: 4-Bromo-1-fluoro-2-nitrobenzene (5.81 g), iron powder (6.20 g) and acetic anhydride (5 ml) were stirred in acetic acid (50 ml) at 60° C. for 16 h. Acetic acid was evaporated under reduced pressure and water and ethyl acetate were added. The organic layer was washed with aqueous sodium hydrogen carbonate and brine, dried over magnesium sulfate and concentrated under reduced pressure. The residue was recrystallized from hexane-ethyl acetate to give the title compound (3.56 g) as colorless prism cr... The reactants are C(C)(C)(C)C1=CC=C(C=C1)C1(CN(C1)C(C1=CC=CC=C1)C1=CC=CC=C1)O (3-(4-tert-Butylphenyl)-1-diphenylmethyl-3-azetidinol), CS(=O)(=O)Cl (methanesulfonyl chloride). The solvent is ClCCl (dichloromethane). Run at time 18 hour. Yields the product C(C)(C)(C)C1=CC=C(C=C1)C1(CN(C1)C(C1=CC=CC=C1)C1=CC=CC=C1)Cl (3-(4-tert-Butylphenyl)-3-chloro-1-(diphenylmethyl)azetidine). As a reaction SMILES: [C:1]([C:5]1[CH:10]=[CH:9][C:8]([C:11]2(O)[CH2:14][N:13]([CH:15]([C:22]3[CH:27]=[CH:26][CH:25]=[CH:24][CH:23]=3)[C:16]3[CH:21]=[CH:20][CH:19]=[CH:18][CH:17]=3)[CH2:12]2)=[CH:7][CH:6]=1)([CH3:4])([CH3:3])[CH3:2].CS([Cl:33])(=O)=O>ClCCl>[C:1]([C:5]1[CH:10]=[CH:9][C:8]([C:11]2([Cl:33])[CH2:14][N:13]([CH:15]([C:22]3[CH:27]=[CH:26][CH:25]=[CH:24][CH:23]=3)[C:16]3[CH:21]=[CH:20][CH:19]=[CH:18][CH:17]=3)[CH2:12]2)=[CH:7][CH:6]=1)([CH3:4])([CH3:3])[CH3:2]. Reported procedure: To a stirred solution of compound (9) (6.23 g) and N,Ndiisopropylethylamine (3.5 mL) in dichloromethane (100 mL) at 0° C. was added, dropwise, methanesulfonyl chloride (1.4 mL). The mixture was stired at 0° C. for 18 hrs, then washed (water, brine), dried (Na2SO4) and concentrated in vacuo. The crude product was recrystallised from hexane to give 3-(4-tert-butylphenyl)-3-chloro-1-(diphenylmethyl)azetidine (10) (4.73 g) m.p. 145° C. (hexane). Found: C, 80.30; H, 7.05; N, 3.64. C26H28CIN requires ... Starting materials: Cl.BrC1=CC=C(C=C1)NN (4-Bromophenylhydrazine hydrochloride), CCOCC (ether), O=C(CSC1CCN(CC1)C(=O)OC(C)(C)C)C (1,1-dimethylethyl 4-[(2-oxopropyl)thio]piperidine-1-carboxylate), Cl (hydrogen chloride). Run in C(C)(C)O (isopropanol). Run at time 4 hour. Product: BrC=1C=C2C(=C(NC2=CC1)C)SC1CCNCC1 (5-bromo-2-methyl-3-(piperidin-4-ylthio)-1H-indole). The yield is 57.0%. RXN SMILES: Cl.[Br:2][C:3]1[CH:8]=[CH:7][C:6]([NH:9]N)=[CH:5][CH:4]=1.O=[C:12]([CH3:28])[CH2:13][S:14][CH:15]1[CH2:20][CH2:19][N:18](C(OC(C)(C)C)=O)[CH2:17][CH2:16]1.Cl.CCOCC>C(O)(C)C>[Br:2][C:3]1[CH:8]=[C:7]2[C:6](=[CH:5][CH:4]=1)[NH:9][C:12]([CH3:28])=[C:13]2[S:14][CH:15]1[CH2:20][CH2:19][NH:18][CH2:17][CH2:16]1 |f:0.1|. Procedure: 4-Bromophenylhydrazine hydrochloride (11.5 g) is solubilized in a solution of 1,1-dimethylethyl 4-[(2-oxopropyl)thio]piperidine-1-carboxylate (14 g, prepared in Example 11) in isopropanol (100 ml) under nitrogen. The solution is cooled to 0° C. and saturated with gaseous hydrogen chloride. After 4 hours at room temperature, the precipitate is filtered off, taken up in sodium hydroxide and extracted with ether and then with methylene chloride. The organic phases are combined, dried over sodium su... Starting materials: Cl.N12C[C@H](C(CC1)CC2)NC(=O)C=2OC1=C(C2)C=CC=C1C=1C=C(C(=O)O)C=CC1 (3-(2-{[(3S)-1-Azabicyclo[2.2.2]oct-3-ylamino]carbonyl}-1-benzofuran-7-yl)-benzoic acid hydrochloride), NCCN(C)C (N-(2-aminoethyl)-N,N-dimethylamine). Yields the product Cl.N12C[C@H](C(CC1)CC2)NC(=O)C=2OC1=C(C2)C=CC=C1C1=CC(=CC=C1)C(=O)NCCN(C)C (N-[(3S)-1-Azabicyclo[2.2.2]oct-3-yl]-7-[3-({[2-(dimethylamino)ethyl]amino}-carbonyl)phenyl]-1-benzofuran-2-carboxamide hydrochloride). RXN SMILES: [ClH:1].[N:2]12[CH2:9][CH2:8][CH:5]([CH2:6][CH2:7]1)[C@H:4]([NH:10][C:11]([C:13]1[O:14][C:15]3[C:21]([C:22]4[CH:23]=[C:24]([CH:28]=[CH:29][CH:30]=4)[C:25]([OH:27])=O)=[CH:20][CH:19]=[CH:18][C:16]=3[CH:17]=1)=[O:12])[CH2:3]2.[NH2:31][CH2:32][CH2:33][N:34]([CH3:36])[CH3:35]>>[ClH:1].[N:2]12[CH2:7][CH2:6][CH:5]([CH2:8][CH2:9]1)[C@H:4]([NH:10][C:11]([C:13]1[O:14][C:15]3[C:21]([C:22]4[CH:30]=[CH:29][CH:28]=[C:24]([C:25]([NH:31][CH2:32][CH2:33][N:34]([CH3:36])[CH3:35])=[O:27])[CH:23]=4)=[CH:20][CH:19]=[CH:18][C:16]=3[CH:17]=1)=[O:12])[CH2:3]2 |f:0.1,3.4|. Reported procedure: 50 mg (0.12 mmol) of 3-(2-{[(3S)-1-azabicyclo[2.2.2]oct-3-ylamino]carbonyl}-1-benzofuran-7-yl)benzoic acid hydrochloride (Example 153) and 20.7 mg (0.23 mmol) of N-(2-aminoethyl)-N,N-dimethylamine are reacted together by general method E. 42.5 mg (64.5% of theory) of the title compound are obtained. Reaction SMILES: [NH2:1][C:2]1[CH:9]=[CH:8][C:5]([C:6]#[N:7])=[CH:4][CH:3]=1.Br[CH2:11][CH2:12][CH2:13][CH2:14][CH2:15][CH2:16][CH2:17][CH2:18][CH2:19][CH2:20][CH2:21][CH2:22][CH2:23][CH2:24][CH2:25][CH3:26].O>CN(C)P(N(C)C)(N(C)C)=O>[CH2:26]([NH:1][C:2]1[CH:9]=[CH:8][C:5]([C:6]#[N:7])=[CH:4][CH:3]=1)[CH2:25][CH2:24][CH2:23][CH2:22][CH2:21][CH2:20][CH2:19][CH2:18][CH2:17][CH2:16][CH2:15][CH2:14][CH2:13][CH2:12][CH3:11]. Solvent: CN(P(=O)(N(C)C)N(C)C)C (hexamethylphosphoramide). Reported procedure: p-Aminobenzonitrile (11.8 g., 0.1 mole) and 1-bromohexadecane (15.25 g., 0.05 mole) are dissolved in hexamethylphosphoramide (200 ml.) and heated under nitrogen in an oil bath maintained at 120° C. for 22 hours. The reaction mixture is cooled to room temperature and water (50 ml.) is added gradually. The mixture is then chilled in an ice-bath. The precipitate separated is filtered, washed thoroughly with water, and dried. It is then washed repeatedly with hexane and dried. The 14.2 g. of pale br... Run at temperature 120 celsius. The reactants are NC1=CC=C(C#N)C=C1 (p-Aminobenzonitrile), BrCCCCCCCCCCCCCCCC (1-bromohexadecane), O (water). The product is C(CCCCCCCCCCCCCCC)NC1=CC=C(C#N)C=C1 (p-hexadecylaminobenzonitrile).